From a dataset of the Open Reaction Database (ORD), a public repository of structured organic reaction records. describe an organic reaction: reactants, conditions, products, and yield Reactants: O (water), BrCC(=O)Br (bromoacetyl bromide), C([O-])(O)=O.[Na+] (sodium bicarbonate), C(C)C1=CC=C(OC2CCNCC2)C=C1 (4-(4-ethylphenoxy)piperidine). The solvent is ClCCl (dichloromethane), ClCCl (dichloromethane). Reaction conditions: time 45 minute. Product: BrCC(=O)N1CCC(CC1)OC1=CC=C(C=C1)CC (1-(2-bromoacetyl)-4-(4-ethylphenoxy)piperidine). The yield is 96.7%. RXN SMILES: [Br:1][CH2:2][C:3](Br)=[O:4].C(=O)(O)[O-].[Na+].[CH2:11]([C:13]1[CH:25]=[CH:24][C:16]([O:17][CH:18]2[CH2:23][CH2:22][NH:21][CH2:20][CH2:19]2)=[CH:15][CH:14]=1)[CH3:12].O>ClCCl>[Br:1][CH2:2][C:3]([N:21]1[CH2:22][CH2:23][CH:18]([O:17][C:16]2[CH:24]=[CH:25][C:13]([CH2:11][CH3:12])=[CH:14][CH:15]=2)[CH2:19][CH2:20]1)=[O:4] |f:1.2|. Procedure details: To a stirred suspension of 6.03 ml (69.3 mmol) of bromoacetyl bromide, 13.0 g (155 mmol) of sodium bicarbonate and 160 ml of dry dichloromethane in an ice bath was added dropwise a solution of 13.0 g (63.4 mmol) of 4-(4-ethylphenoxy)piperidine in 140 ml of dry dichloromethane. The mixture was stirred 1 hour at 0° and 45 minutes at room temperature. The mixture was subsequently poured into water, extracted twice with dichloromethane, washed with saturated sodium chloride and dried over potassium ... The reactants are ClC1=NC=2C=CC=CC2C2=C1N=C(N2CCC2CCN(CC2)C(=O)OC(C)(C)C)C2=CC=CC=C2 (tert-butyl 4-[2-(4-chloro-2-phenyl-1H-imidazo-[4,5-c]quinolin-1-yl)ethyl]-1-piperidinecarboxylate). The reagents and catalysts are [Pd] (palladium on carbon). Run in CO (methanol). Run at time 12 hour. Yields the product C1(=CC=CC=C1)C=1N(C2=C(C=NC=3C=CC=CC23)N1)CCC1CCN(CC1)C(=O)OC(C)(C)C (tert-Butyl 4-[2-(2-phenyl-1H-imidazo[4,5-c]quinolin-1-yl)ethyl]-1-piperidinecarboxylate). The yield is 65.9%. RXN SMILES: Cl[C:2]1[C:11]2[N:12]=[C:13]([C:30]3[CH:35]=[CH:34][CH:33]=[CH:32][CH:31]=3)[N:14]([CH2:15][CH2:16][CH:17]3[CH2:22][CH2:21][N:20]([C:23]([O:25][C:26]([CH3:29])([CH3:28])[CH3:27])=[O:24])[CH2:19][CH2:18]3)[C:10]=2[C:9]2[CH:8]=[CH:7][CH:6]=[CH:5][C:4]=2[N:3]=1>[Pd].CO>[C:30]1([C:13]2[N:14]([CH2:15][CH2:16][CH:17]3[CH2:22][CH2:21][N:20]([C:23]([O:25][C:26]([CH3:29])([CH3:28])[CH3:27])=[O:24])[CH2:19][CH2:18]3)[C:10]3[C:9]4[CH:8]=[CH:7][CH:6]=[CH:5][C:4]=4[N:3]=[CH:2][C:11]=3[N:12]=2)[CH:35]=[CH:34][CH:33]=[CH:32][CH:31]=1. Reported procedure: A suspension of 0.80 g of tert-butyl 4-[2-(4-chloro-2-phenyl-1H-imidazo-[4,5-c]quinolin-1-yl)ethyl]-1-piperidinecarboxylate and 0.30 g of 5% palladium on carbon in 80 ml of methanol was catalytically hydrogenated at ordinary temperature under atmospheric pressure for 12 hours. Mter the reaction, the catalyst was filtered off, and the filtrate was concentrated. The residue was purified by silica gel column chromatography using ethyl acetate—n-heptane (1:1 to 4:1) as eluting solvents and washed wi...